From a dataset of the Open Reaction Database (ORD), a public repository of structured organic reaction records. describe an organic reaction: reactants, conditions, products, and yield The reactants are solid, [K+].C(#N)C1=CC2=C(N=C(S2)[S-])C=C1F (6-cyano-5-fluorobenzo[d]thiazole-2-thiolate potassium salt), [K].SC=1SC=2C(=NC=C(C2)C(=O)OCC)N1 (ethyl 2-mercaptothiazolo[4,5-b]pyridine-6-carboxylate potassium salt). Yields the product FC=1C(=CC2=C(N=C(S2)SC)C1)C#N (5-Fluoro-2-(methylthio)benzo[d]thiazole-6-carbonitrile). As a reaction SMILES: [K+].[C:2]([C:4]1[C:13]([F:14])=[CH:12][C:7]2[N:8]=[C:9]([S-:11])[S:10][C:6]=2[CH:5]=1)#[N:3].[K].S[C:17]1SC2C(N=1)=NC=C(C(OCC)=O)C=2>>[F:14][C:13]1[C:4]([C:2]#[N:3])=[CH:5][C:6]2[S:10][C:9]([S:11][CH3:17])=[N:8][C:7]=2[CH:12]=1 |f:0.1,2.3,^1:14|. Reported procedure: 5-Fluoro-2-(methylthio)benzo[d]thiazole-6-carbonitrile was synthesized as an orange solid (1.2 g, 86%) using a procedure analogous to that described in Step 2 of Example 114, substituting 6-cyano-5-fluorobenzo[d]thiazole-2-thiolate potassium salt from the previous step for ethyl 2-mercaptothiazolo[4,5-b]pyridine-6-carboxylate potassium salt used in Example 114. 1H NMR (300 MHz, DMSO-d6) δ 8.67 (d, J=6.4 Hz, 1H), 8.01 (d, J=10.5 Hz, 1H), 2.84 (s, 3H); LCMS (ESI) m/z 225 (M+H)+.